From a dataset of the Open Reaction Database (ORD), a public repository of structured organic reaction records. describe an organic reaction: reactants, conditions, products, and yield Starting materials: FC(C(O)(C=1C=C2CCCNC2=CC1)C(F)(F)F)(F)F (α,α-bis(trifluoromethyl)-1,2,3,4-tetrahydro-6-quinolinemethanol), C(CC(=O)C)(=O)OCC (ethyl acetoacetate). Run in C=1(C(=CC=CC1)C)C (xylene). The product is FC(C(O)(C=1C=C2CCCN(C2=CC1)C(CC(C)=O)=O)C(F)(F)F)(F)F (α,α-bis(trifluoromethyl)-1-(1,3-dioxobutyl)-1,2,3,4-tetrahydro-6-quinolinemethanol). The yield is 20.9%. RXN SMILES: [F:1][C:2]([F:20])([F:19])[C:3]([C:15]([F:18])([F:17])[F:16])([C:5]1[CH:6]=[C:7]2[C:12](=[CH:13][CH:14]=1)[NH:11][CH2:10][CH2:9][CH2:8]2)[OH:4].[C:21](OCC)(=[O:26])[CH2:22][C:23]([CH3:25])=[O:24]>C1(C)C(C)=CC=CC=1>[F:17][C:15]([F:18])([F:16])[C:3]([C:2]([F:1])([F:19])[F:20])([C:5]1[CH:6]=[C:7]2[C:12](=[CH:13][CH:14]=1)[N:11]([C:21](=[O:26])[CH2:22][C:23](=[O:24])[CH3:25])[CH2:10][CH2:9][CH2:8]2)[OH:4]. Procedure details: A stirred mixture of 6.0 g (0.02 mole) of α,α-bis(trifluoromethyl)-1,2,3,4-tetrahydro-6-quinolinemethanol, 2.6 g (0.02 mole) of ethyl acetoacetate, and 100 ml of xylene is refluxed for 16 hours. The mixture is allowed to cool and is evaporated. The residue is triturated with a mixture of toluene, ethyl acetate, and hexane (60:10:30). The insoluble portion is filtered off, washed with water, and dried to give 1.6 g (23%) of α,α-bis(trifluoromethyl)-1-(1,3-dioxobutyl)-1,2,3,4-tetrahydro-6-quinolin... Starting materials: CC(C)N, CN1CCOCC1, CCN=C=NCCCN(C)C, CN(C)C=O, CCOC(C)=O, CS(=O)(=O)c1ccc(C(CC2CCCC2)c2cc3cc(C(=O)O)cnc3[nH]2)cc1, ClCCl, Cl, O, On1nnc2ccccc21. Product: CC(C)NC(=O)c1cnc2[nH]c(C(CC3CCCC3)c3ccc(S(C)(=O)=O)cc3)cc2c1. Reaction SMILES: [CH3:30][CH:31]([CH3:32])[NH2:33].[CH3:34][N:35]1[CH2:36][CH2:37][O:38][CH2:39][CH2:40]1.[CH3:53][N:54]([CH3:55])[CH2:56][CH2:57][CH2:58][N:59]=[C:60]=[N:61][CH2:62][CH3:63].[CH3:67][N:68]([CH3:69])[CH:70]=[O:71].[CH3:72][CH2:73][O:74][C:75](=[O:76])[CH3:77].[CH:1]1([CH2:6][CH:7]([c:8]2[cH:9][cH:10][c:11]([S:14](=[O:15])(=[O:16])[CH3:17])[cH:12][cH:13]2)[c:18]2[cH:19][c:20]3[c:21]([n:22][cH:23][c:24]([C:26](=[O:27])[OH:28])[cH:25]3)[nH:29]2)[CH2:2][CH2:3][CH2:4][CH2:5]1.[Cl:64][CH2:65][Cl:66].[ClH:52].[OH2:41].[OH:42][n:43]1[c:44]2[cH:45][cH:46][cH:47][cH:48][c:49]2[n:50][n:51]1>>[CH:1]1([CH2:6][CH:7]([c:8]2[cH:9][cH:10][c:11]([S:14](=[O:15])(=[O:16])[CH3:17])[cH:12][cH:13]2)[c:18]2[cH:19][c:20]3[c:21]([n:22][cH:23][c:24]([C:26](=[O:28])[NH:33][CH:31]([CH3:30])[CH3:32])[cH:25]3)[nH:29]2)[CH2:2][CH2:3][CH2:4][CH2:5]1. Reactants: ethanolic solution, NN (hydrazine), C(C1=CC=CC=C1)(=O)C1=NC=CC=C1C(=O)O (2-benzoyl-3-pyridine carboxylic acid). Run at time 14.5 hour. Yields the product C1(=CC=CC=C1)C1=NNC(C2=CC=CN=C12)O (4-phenyl-1,2-dihydro-5-azaphthalazin-1-ol). RXN SMILES: [NH2:1][NH2:2].[C:3]([C:11]1[C:16]([C:17]([OH:19])=O)=[CH:15][CH:14]=[CH:13][N:12]=1)(=O)[C:4]1[CH:9]=[CH:8][CH:7]=[CH:6][CH:5]=1>>[C:4]1([C:3]2[C:11]3[C:16](=[CH:15][CH:14]=[CH:13][N:12]=3)[CH:17]([OH:19])[NH:2][N:1]=2)[CH:9]=[CH:8][CH:7]=[CH:6][CH:5]=1. Reported procedure: A 3M ethanolic solution of hydrazine (20 ml, 60 mmol) is added to an ethanolic solution of 2-benzoyl-3-pyridine carboxylic acid (4.54 g, 20 mmol), and the mixture is stirred at room temperature for 5-24 hours. Precipitation yields 4-phenyl-1,2-dihydro-5-azaphthalazin-1-ol. The reactants are BrN1C(CCC1=O)=O (N-bromosuccinimide), resultant mixture, COC1=C(CC2=C3C(C(=O)NC3=O)=CC=C2)C(=CC=C1)C ((2-methoxy-6-methylbenzyl)phthalimide), C(C1=CC=CC=C1)(=O)OOC(C1=CC=CC=C1)=O (benzoyl peroxide). Solvent: CC4, C(C)OCC (diethyl ether). Product: BrCC1=CC=CC(=C1CC1=C2C(C(=O)NC2=O)=CC=C1)OC ((6-(bromomethyl)-2-methoxybenzyl)phthalimide). Yield: 86.9%. As a reaction SMILES: [CH3:1][O:2][C:3]1[CH:20]=[CH:19][CH:18]=[C:17]([CH3:21])[C:4]=1[CH2:5][C:6]1[CH:16]=[CH:15][CH:14]=[C:8]2[C:9]([NH:11][C:12](=[O:13])[C:7]=12)=[O:10].[Br:22]N1C(=O)CCC1=O.C(OOC(=O)C1C=CC=CC=1)(=O)C1C=CC=CC=1>C(OCC)C>[Br:22][CH2:21][C:17]1[C:4]([CH2:5][C:6]2[CH:16]=[CH:15][CH:14]=[C:8]3[C:9]([NH:11][C:12](=[O:13])[C:7]=23)=[O:10])=[C:3]([O:2][CH3:1])[CH:20]=[CH:19][CH:18]=1. Procedure: To a solution of (2-methoxy-6-methylbenzyl)phthalimide (0.286 g, 1.02 mmol) in CC4 (25 mL) was added recrystallized N-bromosuccinimide (0.177 g, 0.99 mmol) followed by benzoyl peroxide (28 mg, 0.11 mmol). The resultant mixture was heated to reflux for 90 minutes then cooled to room temperature. The mixture was diluted with diethyl ether (25 mL), filtered through filter paper, and the filtrate was concentrated. Purification of the crude material by column chromatography (3:1 hexanes-EtOAc) provid... Reactants: CC(=O)O[BH-](OC(C)=O)OC(C)=O, C1CCNCC1, CC(=O)O, Cc1cc(Nc2nc(Nc3cc(C)c(C4CCC(=O)CC4)cc3F)ncc2C(F)(F)F)n[nH]1, [Na+]. Product: Cc1cc(Nc2nc(Nc3cc(C)c(C4CCC(N5CCCCC5)CC4)cc3F)ncc2C(F)(F)F)n[nH]1. As a reaction SMILES: [C:44]([O:45][BH-:46]([O:47][C:48](=[O:49])[CH3:50])[O:51][C:52](=[O:53])[CH3:54])(=[O:55])[CH3:56].[CH2:34]1[CH2:35][CH2:36][NH:37][CH2:38][CH2:39]1.[CH3:40][C:41](=[O:42])[OH:43].[F:1][c:2]1[c:3]([NH:16][c:17]2[n:18][cH:19][c:20]([C:30]([F:31])([F:32])[F:33])[c:21]([NH:23][c:24]3[n:25][nH:26][c:27]([CH3:29])[cH:28]3)[n:22]2)[cH:4][c:5]([CH3:15])[c:6]([CH:8]2[CH2:9][CH2:10][C:11](=[O:14])[CH2:12][CH2:13]2)[cH:7]1.[Na+:57]>>[F:1][c:2]1[c:3]([NH:16][c:17]2[n:18][cH:19][c:20]([C:30]([F:31])([F:32])[F:33])[c:21]([NH:23][c:24]3[n:25][nH:26][c:27]([CH3:29])[cH:28]3)[n:22]2)[cH:4][c:5]([CH3:15])[c:6]([CH:8]2[CH2:9][CH2:10][CH:11]([N:37]3[CH2:36][CH2:35][CH2:34][CH2:39][CH2:38]3)[CH2:12][CH2:13]2)[cH:7]1. Reactants: COC(=O)C1(CC1)N1C=CC2=C1N=CN=C2 (1-Pyrrolo[2,3-d]pyrimidin-7-yl-cyclopropanecarboxylic acid methyl ester), [BH4-].[Na+] (sodium borohydride). Run in C(C)O (ethanol). Yields the product N1=CN=CC2=C1N(C=C2)C2(CC2)CO ((1-Pyrrolo[2,3-d]pyrimidin-7-yl-cyclopropyl)-methanol). Yield: 47.0%. As a reaction SMILES: C[O:2][C:3]([C:5]1([N:8]2[C:12]3[N:13]=[CH:14][N:15]=[CH:16][C:11]=3[CH:10]=[CH:9]2)[CH2:7][CH2:6]1)=O.[BH4-].[Na+]>C(O)C>[N:13]1[C:12]2[N:8]([C:5]3([CH2:3][OH:2])[CH2:6][CH2:7]3)[CH:9]=[CH:10][C:11]=2[CH:16]=[N:15][CH:14]=1 |f:1.2|. Procedure: To a stirred solution of 1-Pyrrolo[2,3-d]pyrimidin-7-yl-cyclopropanecarboxylic acid methyl ester (Preparation 246, 610 mg, 2.80 mmol) in ethanol (15 mL) was added sodium borohydride (318.7 mg, 8.42 mmol) and the mixture heated to reflux for 16 hours. The reaction mixture was quenched with water (5 mL) and extracted with EtOAc (3×10 mL). The combined organic layers were washed with water (5 mL), brine (5 mL), dried (Na2SO4) and evaporated in vacuo. The crude material was purified by column chroma...